Dataset: the Open Reaction Database (ORD), a public repository of structured organic reaction records. Task: describe an organic reaction: reactants, conditions, products, and yield Starting materials: ClC=1C=CC(=NC1)N1C(C2=C(C1OC(=O)OC1=CC=CC=C1)SCCS2)=O (6-(5-Chloropyrid-2-yl)-7-oxo-5-phenoxycarbonyloxy-2,3,6,7-tetrahydro-1,4-dithiino[2,3-c]pyrrole), C(C)(C)N1CCNCC1 (1-isopropylpiperazine). The solvent is C(C)#N (acetonitrile), C(C)#N (acetonitrile). Conditions: temperature 2 celsius. Yields the product ClC=1C=CC(=NC1)N1C(C2=C(C1OC(=O)N1CCN(CC1)C(C)C)SCCS2)=O (6-(5-Chloropyrid-2-yl)-5-(4-isopropylpiperazin-1-yl)carbonyloxy-7-oxo-2,3,6,7-tetrahydro-1,4-dithiino[2,3-c]pyrrole). Isolated yield 63.8%. As a reaction SMILES: [Cl:1][C:2]1[CH:3]=[CH:4][C:5]([N:8]2[CH:12]([O:13][C:14]([O:16]C3C=CC=CC=3)=O)[C:11]3[S:23][CH2:24][CH2:25][S:26][C:10]=3[C:9]2=[O:27])=[N:6][CH:7]=1.[CH:28]([N:31]1[CH2:36][CH2:35][NH:34][CH2:33][CH2:32]1)([CH3:30])[CH3:29]>C(#N)C>[Cl:1][C:2]1[CH:3]=[CH:4][C:5]([N:8]2[CH:12]([O:13][C:14]([N:34]3[CH2:35][CH2:36][N:31]([CH:28]([CH3:30])[CH3:29])[CH2:32][CH2:33]3)=[O:16])[C:11]3[S:23][CH2:24][CH2:25][S:26][C:10]=3[C:9]2=[O:27])=[N:6][CH:7]=1. Procedure: 6-(5-Chloropyrid-2-yl)-7-oxo-5-phenoxycarbonyloxy-2,3,6,7-tetrahydro-1,4-dithiino[2,3-c]pyrrole (10.0 g.) and 1-isopropylpiperazine (6.1 g.) in anhydrous acetonitrile (100 cc.) is stirred for 20 hours at a temperature of about 25° C. The reaction mixture is filtered and then evaporated under reduced pressure (20 mm. Hg). The residue is dissolved in methylene chloride (250 cc.). The organic solution is washed twice with N sodium hydroxide solution (total 160 cc.) and once with distilled water (80... The product is Nc1cc(Oc2ncccc2[N+](=O)[O-])c(Cl)cc1F. As a reaction SMILES: [CH3:23][S:24]([CH3:25])=[O:26].[Cl:13][c:14]1[n:15][cH:16][cH:17][cH:18][c:19]1[N+:20](=[O:21])[O-:22].[K+:12].[NH2:1][c:2]1[c:3]([F:10])[cH:4][c:5]([Cl:9])[c:6]([OH:8])[cH:7]1.[OH-:11]>>[NH2:1][c:2]1[c:3]([F:10])[cH:4][c:5]([Cl:9])[c:6]([O:8][c:14]2[n:15][cH:16][cH:17][cH:18][c:19]2[N+:20](=[O:21])[O-:22])[cH:7]1. Starting materials: CS(C)=O, O=[N+]([O-])c1cccnc1Cl, [K+], Nc1cc(O)c(Cl)cc1F, [OH-]. The reactants are CCCCCCBr, CCCCCCCCc1ccc2c(c1)c(F)cc1cc(O)ccc12, [H-], [Na+], CN(C)C=O. The product is CCCCCCCCc1ccc2c(c1)c(F)cc1cc(OCCCCCC)ccc12. As a reaction SMILES: [Br:25][CH2:26][CH2:27][CH2:28][CH2:29][CH2:30][CH3:31].[F:1][c:2]1[c:3]2[cH:4][c:5]([CH2:17][CH2:18][CH2:19][CH2:20][CH2:21][CH2:22][CH2:23][CH3:24])[cH:6][cH:7][c:8]2[c:9]2[cH:10][cH:11][c:12]([OH:16])[cH:13][c:14]2[cH:15]1.[H-:32].[Na+:33].[O:34]=[CH:35][N:36]([CH3:37])[CH3:38]>>[F:1][c:2]1[c:3]2[cH:4][c:5]([CH2:17][CH2:18][CH2:19][CH2:20][CH2:21][CH2:22][CH2:23][CH3:24])[cH:6][cH:7][c:8]2[c:9]2[cH:10][cH:11][c:12]([O:16][CH2:26][CH2:27][CH2:28][CH2:29][CH2:30][CH3:31])[cH:13][c:14]2[cH:15]1. The reactants are COc1ncnn2c(C3CC(=O)C3)ncc12, O=C1CCC(=O)N1Br, CN(C)C=O. Product: COc1ncnn2c(C3CC(=O)C3)nc(Br)c12. Reaction SMILES: [CH3:9][O:10][c:11]1[n:12][cH:13][n:14][n:15]2[c:16]1[cH:17][n:18][c:19]2[CH:20]1[CH2:21][C:22](=[O:24])[CH2:23]1.[O:1]=[C:2]1[N:3]([Br:8])[C:4](=[O:5])[CH2:6][CH2:7]1.[O:25]=[CH:26][N:27]([CH3:28])[CH3:29]>>[Br:8][c:17]1[c:16]2[c:11]([O:10][CH3:9])[n:12][cH:13][n:14][n:15]2[c:19]([CH:20]2[CH2:21][C:22](=[O:24])[CH2:23]2)[n:18]1. The reactants are C1CCOC1, O=C1OC(CO)CN1c1ccc(C2=CCOCC2)c(F)c1, Oc1ccsn1, c1ccc(P(c2ccccc2)c2ccccc2)cc1. Product: O=C1OC(COc2ccsn2)CN1c1ccc(C2=CCOCC2)c(F)c1. RXN SMILES: [CH2:47]1[O:48][CH2:49][CH2:50][CH2:51]1.[OH:1][CH2:2][CH:3]1[CH2:4][N:5]([c:9]2[cH:10][c:11]([F:21])[c:12]([C:15]3=[CH:20][CH2:19][O:18][CH2:17][CH2:16]3)[cH:13][cH:14]2)[C:6](=[O:8])[O:7]1.[OH:22][c:23]1[n:24][s:25][cH:26][cH:27]1.[c:28]1([P:29]([c:30]2[cH:31][cH:32][cH:33][cH:34][cH:35]2)[c:36]2[cH:37][cH:38][cH:39][cH:40][cH:41]2)[cH:42][cH:43][cH:44][cH:45][cH:46]1>>[O:1]([CH2:2][CH:3]1[CH2:4][N:5]([c:9]2[cH:10][c:11]([F:21])[c:12]([C:15]3=[CH:20][CH2:19][O:18][CH2:17][CH2:16]3)[cH:13][cH:14]2)[C:6](=[O:8])[O:7]1)[c:23]1[n:24][s:25][cH:26][cH:27]1.